Task: describe an organic reaction: reactants, conditions, products, and yield. Dataset: the Open Reaction Database (ORD), a public repository of structured organic reaction records Starting materials: [N+](=O)([O-])C=1C=C(OC2COCC2)C=C(C1)C(F)(F)F (3-(3-nitro-5-trifluoromethyl-phenoxy)-tetrahydro-furan). The reagents and catalysts are [Pd] (Pd/C). The solvent is CO (MeOH). Conditions: time 4 hour. Yields the product O1CC(CC1)OC=1C=C(C=C(C1)C(F)(F)F)N (3-(tetrahydro-furan-3-yloxy)-5-trifluoromethyl-phenylamine). RXN SMILES: [N+:1]([C:4]1[CH:5]=[C:6]([CH:13]=[C:14]([C:16]([F:19])([F:18])[F:17])[CH:15]=1)[O:7][CH:8]1[CH2:12][CH2:11][O:10][CH2:9]1)([O-])=O>CO.[Pd]>[O:10]1[CH2:11][CH2:12][CH:8]([O:7][C:6]2[CH:5]=[C:4]([NH2:1])[CH:15]=[C:14]([C:16]([F:19])([F:18])[F:17])[CH:13]=2)[CH2:9]1. Reported procedure: The nitrobenzotrifluoride (Step B, 6.026 g, 21.7 mmol, 1 eq) was dissolved in MeOH (210 mL). 10% Pd/C (600 mg (10 wt %)) was carefully added to the reaction. The suspension was sparged with H2 and stirred under a H2 atm for 4 h. The mixture was filtered through a Celite® pad and the solvent removed in vacuo to yield the desired amine which was used without further purification. Starting materials: FC1=C(C=CC(=C1)O)C(=O)N1[C@@H](CCC1)CN1[C@@H](CCC1)C ((2-Fluoro-4-hydroxy-phenyl)-[2-(S)-(2-(R)-methyl-pyrrolidin-1-ylmethyl)-pyrrolidin-1-yl]-methanone), BrCC=1C=C(SC1)C#N (4-bromomethyl-thiophene-2-carbonitrile). The product is FC=1C=C(OCC=2C=C(SC2)C#N)C=CC1C(=O)N1[C@@H](CCC1)CN1[C@@H](CCC1)C (4-{3-Fluoro-4-[2-(S)-(2-(R)-methyl-pyrrolidin-1-ylmethyl)-pyrrolidine-1-carbonyl]-phenoxymethyl}-thiophene-2-carbonitrile). As a reaction SMILES: [F:1][C:2]1[CH:7]=[C:6]([OH:8])[CH:5]=[CH:4][C:3]=1[C:9]([N:11]1[CH2:15][CH2:14][CH2:13][C@H:12]1[CH2:16][N:17]1[CH2:21][CH2:20][CH2:19][C@H:18]1[CH3:22])=[O:10].Br[CH2:24][C:25]1[CH:26]=[C:27]([C:30]#[N:31])[S:28][CH:29]=1>>[F:1][C:2]1[CH:7]=[C:6]([CH:5]=[CH:4][C:3]=1[C:9]([N:11]1[CH2:15][CH2:14][CH2:13][C@H:12]1[CH2:16][N:17]1[CH2:21][CH2:20][CH2:19][C@H:18]1[CH3:22])=[O:10])[O:8][CH2:24][C:25]1[CH:26]=[C:27]([C:30]#[N:31])[S:28][CH:29]=1. Procedure details: The title compound is prepared in a manner substantially analogous to Procedure C from (2-Fluoro-4-hydroxy-phenyl)-[2-(S)-(2-(R)-methyl-pyrrolidin-1-ylmethyl)-pyrrolidin-1-yl]-methanone and 4-bromomethyl-thiophene-2-carbonitrile [CAS 186552-07-8]. MS (ES+) m/e 428.3 Reaction conditions: temperature 140 celsius. Starting materials: C(C)(=O)O (acetic acid), Cl (hydrochloric acid), ClC1=C(C=C(C[C@H](C(=O)OCC)CC)C=C1)NC([C@@H]([C@H](C(F)(F)F)C)C1=CC=C(C=C1)Cl)=O (ethyl (+)-(2R)-2-(4-chloro-3-{[(2S,3R)-2-(4-chlorophenyl)-4,4,4-trifluoro-3-methylbutanoyl]amino}benzyl)butanoate). Reported procedure: 15.2 ml of acetic acid and 7.6 ml of concentrated hydrochloric acid were added to 1.96 g (3.89 mmol) of ethyl (+)-(2R)-2-(4-chloro-3-{[(2S,3R)-2-(4-chlorophenyl)-4,4,4-trifluoro-3-methylbutanoyl]amino}benzyl)butanoate. The reaction mixture was stirred under reflux for 5 h (bath temperature 140° C.). After cooling, water was added. The mixture was extracted repeatedly with dichloromethane, and the combined organic phases were washed with saturated sodium chloride solution, dried over sodium sulph... Reaction SMILES: C(O)(=O)C.Cl.[Cl:6][C:7]1[CH:21]=[CH:20][C:10]([CH2:11][C@@H:12]([CH2:18][CH3:19])[C:13]([O:15]CC)=[O:14])=[CH:9][C:8]=1[NH:22][C:23](=[O:38])[C@H:24]([C:31]1[CH:36]=[CH:35][C:34]([Cl:37])=[CH:33][CH:32]=1)[C@@H:25]([CH3:30])[C:26]([F:29])([F:28])[F:27]>O>[Cl:6][C:7]1[CH:21]=[CH:20][C:10]([CH2:11][C@@H:12]([CH2:18][CH3:19])[C:13]([OH:15])=[O:14])=[CH:9][C:8]=1[NH:22][C:23](=[O:38])[C@H:24]([C:31]1[CH:32]=[CH:33][C:34]([Cl:37])=[CH:35][CH:36]=1)[C@@H:25]([CH3:30])[C:26]([F:29])([F:28])[F:27]. Solvent: O (water). Yields the product ClC1=C(C=C(C[C@H](C(=O)O)CC)C=C1)NC([C@@H]([C@H](C(F)(F)F)C)C1=CC=C(C=C1)Cl)=O ((+)-(2R)-2-(4-Chloro-3-{[(2S,3R)-2-(4-chlorophenyl)-4,4,4-trifluoro-3-methylbutanoyl]amino}-benzyl)butanoic acid). The reactants are [Br-], C1CCOC1, C1CCOC1, C[Mg+], Cc1ccccc1, CON(C)C(=O)c1cc(Cl)ccn1. Yields the product CC(=O)c1cc(Cl)ccn1. Reaction SMILES: [Br-:1].[CH2:11]1[O:12][CH2:13][CH2:14][CH2:15]1.[CH2:29]1[O:30][CH2:31][CH2:32][CH2:33]1.[CH3:2][Mg+:3].[CH3:4][c:5]1[cH:6][cH:7][cH:8][cH:9][cH:10]1.[Cl:16][c:17]1[cH:18][c:19]([C:23](=[O:24])[N:25]([O:26][CH3:27])[CH3:28])[n:20][cH:21][cH:22]1>>[CH3:4][C:23]([c:19]1[cH:18][c:17]([Cl:16])[cH:22][cH:21][n:20]1)=[O:24]. Reactants: C(CCC)[Li] (n-butyllithium), solution, C(C)=O (acetaldehyde), BrC1=CC2(C3=CC=CC=C13)CCCC2 (3'-Bromospiro(cyclopentane-1,1'-indene)), O (Water). Run in CCCCCC (hexane), O1CCCC1 (tetrahydrofuran). Reaction conditions: temperature -70 celsius, time 2 hour. The product is C12(C=C(C3=CC=CC=C13)C(C)O)CCCC2 (1-[spiro(cyclopentane-1,1'-indene)-3'-yl]ethanol). RXN SMILES: Br[C:2]1[C:10]2[C:5](=[CH:6][CH:7]=[CH:8][CH:9]=2)[C:4]2([CH2:14][CH2:13][CH2:12][CH2:11]2)[CH:3]=1.C([Li])CCC.[CH:20](=[O:22])[CH3:21].O>O1CCCC1.CCCCCC>[C:4]12([CH2:14][CH2:13][CH2:12][CH2:11]1)[C:5]1[C:10](=[CH:9][CH:8]=[CH:7][CH:6]=1)[C:2]([CH:20]([OH:22])[CH3:21])=[CH:3]2. Procedure: 3'-Bromospiro(cyclopentane-1,1'-indene) (23 g) is dissolved in tetrahydrofuran (200 ml) and cooled to -70° C. While stirring under nitrogen, n-butyllithium (75 ml of a 2 M solution in hexane) is added followed after 30 minutes by acetaldehyde (14 g) in one portion. Stirring and cooling is maintained for 30 minutes whereupon the mixture is allowed to come to about 20° C. and is kept there for 2 hours. Water (600 ml) is then added and the solution is extracted three times with diethyl ether. The e...